This data is from the Open Reaction Database (ORD), a public repository of structured organic reaction records. The task is: describe an organic reaction: reactants, conditions, products, and yield The reactants are OC1=NC2=C(N1CCOCC)C=CC=C2 (2-hydroxy-1-(2-ethoxyethyl)-1H-benzimidazole), P(=O)(Cl)(Cl)Cl (phosphorous oxychloride), [OH-].[Na+] (sodium hydroxide). The solvent is C(C)(=O)OCC (ethyl acetate). Conditions: time 30 minute. Yields the product ClC1=NC2=C(N1CCOCC)C=CC=C2 (2-chloro-1-(2-ethoxyethyl)-1H-benzimidazole). As a reaction SMILES: O[C:2]1[N:6]([CH2:7][CH2:8][O:9][CH2:10][CH3:11])[C:5]2[CH:12]=[CH:13][CH:14]=[CH:15][C:4]=2[N:3]=1.P(Cl)(Cl)([Cl:18])=O.[OH-].[Na+]>C(OCC)(=O)C>[Cl:18][C:2]1[N:6]([CH2:7][CH2:8][O:9][CH2:10][CH3:11])[C:5]2[CH:12]=[CH:13][CH:14]=[CH:15][C:4]=2[N:3]=1 |f:2.3|. Reported procedure: Combine 2-hydroxy-1-(2-ethoxyethyl)-1H-benzimidazole (36.4 g, 177 mmol) and phosphorous oxychloride (72 mL) and reflux. After 30 minutes, cool to ambient temperature and pour the reaction mixture onto crushed ice. Adjust the pH to about 9 using aqueous 50% sodium hydroxide solution. Extract three times with ethyl acetate. Combine the organic layers and extract with brine. Dry the organic layer over Na2SO4, filter, and evaporate in vacuo to give a residue. Chromatograph the residue on silica gel ... Reactants: CO, Cl, C1COCCO1, O, CCC(=C(C(=O)Nc1ccc(O)cc1)c1ccc(OCOC)cc1)c1ccccc1. Product: CCC(=C(C(=O)Nc1ccc(O)cc1)c1ccc(O)cc1)c1ccccc1. RXN SMILES: [CH3:33][OH:34].[ClH:31].[O:35]1[CH2:36][CH2:37][O:38][CH2:39][CH2:40]1.[OH2:32].[OH:1][c:2]1[cH:3][cH:4][c:5]([NH:8][C:9]([C:10](=[C:11]([CH2:12][CH3:13])[c:14]2[cH:15][cH:16][cH:17][cH:18][cH:19]2)[c:20]2[cH:21][cH:22][c:23]([O:26][CH2:27][O:28][CH3:29])[cH:24][cH:25]2)=[O:30])[cH:6][cH:7]1>>[OH:1][c:2]1[cH:3][cH:4][c:5]([NH:8][C:9]([C:10](=[C:11]([CH2:12][CH3:13])[c:14]2[cH:15][cH:16][cH:17][cH:18][cH:19]2)[c:20]2[cH:21][cH:22][c:23]([OH:26])[cH:24][cH:25]2)=[O:30])[cH:6][cH:7]1. The reactants are CC(C)OC(=O)NCc1cc(O)ccc1CCC(=O)OC(C)(C)C, ClCCl. Product: COC(=O)CCc1ccc(O)cc1CNC(=O)OC(C)C. RXN SMILES: [C:1]([CH3:2])([CH3:3])([CH3:4])[O:5][C:6]([CH2:7][CH2:8][c:9]1[c:10]([CH2:16][NH:17][C:18](=[O:19])[O:20][CH:21]([CH3:22])[CH3:23])[cH:11][c:12]([OH:15])[cH:13][cH:14]1)=[O:24].[Cl:25][CH2:26][Cl:27]>>[CH3:1][O:5][C:6]([CH2:7][CH2:8][c:9]1[c:10]([CH2:16][NH:17][C:18](=[O:19])[O:20][CH:21]([CH3:22])[CH3:23])[cH:11][c:12]([OH:15])[cH:13][cH:14]1)=[O:24]. Starting materials: CCN=C=NCCCN(C)C, Cl, Nc1ccccc1, O=C(O)c1c[nH]c2c1C(=O)CCC2, C1COCCO1. Yields the product O=C(Nc1ccccc1)c1c[nH]c2c1C(=O)CCC2. As a reaction SMILES: [CH3:22][N:23]([CH3:24])[CH2:25][CH2:26][CH2:27][N:28]=[C:29]=[N:30][CH2:31][CH3:32].[ClH:21].[NH2:14][c:15]1[cH:16][cH:17][cH:18][cH:19][cH:20]1.[O:1]=[C:2]1[c:3]2[c:4]([C:11](=[O:12])[OH:13])[cH:5][nH:6][c:7]2[CH2:8][CH2:9][CH2:10]1.[O:33]1[CH2:34][CH2:35][O:36][CH2:37][CH2:38]1>>[O:1]=[C:2]1[c:3]2[c:4]([C:11](=[O:13])[NH:14][c:15]3[cH:16][cH:17][cH:18][cH:19][cH:20]3)[cH:5][nH:6][c:7]2[CH2:8][CH2:9][CH2:10]1. Starting materials: NC(C(C)C)CCCCCCCCC(C(C)C)N (3,12-Diamino-2,13-dimethyltetradecane), C(C)(C)C1N=NC(CC=CCCC=CC1)C(C)C (3,12-diisopropyl-1,2-diaza-1,5,9-cyclododecatriene), CCCC(CCCC)C1N=NC(CC=CCCC=CC1)C(CCC)CCCC (3,12-di-(4-octyl)-1,2-diaza-1,5,9-cyclododecatriene). Procedure: If there are used in the manner described under (a), instead of 250 g (1 mol) of 3,12-diisopropyl-1,2-diaza-1,5,9-cyclododecatriene, 35.9 g (0.09 mol) of crude 3,12-di-(4-octyl)-1,2-diaza-1,5,9-cyclododecatriene and correspondingly reduced amounts of catalyst and solvent, with otherwise the same procedure, there is obtained, after chromatographical purification and bulb-tube distillation, 8.8 g (24% of theory) of 6,15-diamino-5,16-dipropyleicosane in the form of colourless oil [nD20 =1.4655; IR ... The product is NC(C(CCCC)CCC)CCCCCCCCC(C(CCCC)CCC)N (6,15-Diamino-5,16-dipropyleicosane). Reaction SMILES: NC(CCCCCCCCC(N)C(C)C)C(C)C.C(C1CC=CCCC=CCC(C(C)C)N=N1)(C)C.[CH3:37][CH2:38][CH2:39][CH:40]([CH:45]1[CH2:56][CH:55]=[CH:54][CH2:53][CH2:52][CH:51]=[CH:50][CH2:49][CH:48]([CH:57]([CH2:61][CH2:62][CH2:63][CH3:64])[CH2:58][CH2:59][CH3:60])[N:47]=[N:46]1)[CH2:41][CH2:42][CH2:43][CH3:44]>>[NH2:46][CH:45]([CH2:56][CH2:55][CH2:54][CH2:53][CH2:52][CH2:51][CH2:50][CH2:49][CH:48]([NH2:47])[CH:57]([CH2:58][CH2:59][CH3:60])[CH2:61][CH2:62][CH2:63][CH3:64])[CH:40]([CH2:39][CH2:38][CH3:37])[CH2:41][CH2:42][CH2:43][CH3:44].